Dataset: the Open Reaction Database (ORD), a public repository of structured organic reaction records. Task: describe an organic reaction: reactants, conditions, products, and yield Starting materials: N (ammonia), ClC1=C(CCCC1=O)C1(C(N(CCCC1)C)=O)CC (3-(2-chloro-3-oxocyclohex-1-enyl)-3-ethyl-hexahydro-1-methylazepin-2-one), Br (HBr). Run in ClCCl (dichloromethane), C(C)(=O)O (acetic acid). Product: C(C)C1(C(N(CCCC1)C)=O)C1=CC(=CC=C1)O (Hexahydro-3-ethyl-3-(3-hydroxyphenyl)-1-methyl-2H-azepin-2-one). RXN SMILES: Cl[C:2]1[C:7](=[O:8])[CH2:6][CH2:5][CH2:4][C:3]=1[C:9]1([CH2:18][CH3:19])[CH2:15][CH2:14][CH2:13][CH2:12][N:11]([CH3:16])[C:10]1=[O:17].Br.N>ClCCl.C(O)(=O)C>[CH2:18]([C:9]1([C:3]2[CH:4]=[CH:5][CH:6]=[C:7]([OH:8])[CH:2]=2)[CH2:15][CH2:14][CH2:13][CH2:12][N:11]([CH3:16])[C:10]1=[O:17])[CH3:19]. Reported procedure: A solution of 3-(2-chloro-3-oxocyclohex-1-enyl)-3-ethyl-hexahydro-1-methylazepin-2-one (5.68 g) in dichloromethane (60 ml) was treated with 48% HBr in acetic acid (2 ml). After 12 hours the mixture was treated with excess aqueous ammonia, the organic solvent removed under reduced pressure and the resulting solid removed by filtration to give the title compound, m.p. 178°-80° C. (EtOAc). Yield: 88.0%. Yields the product COC(=O)C1=NC=C2C=CC=NC2=C1OC(C)C (8-isopropoxy-[1,6]naphthyridine-7-carboxylic acid methyl ester). Solvent: CS(=O)C (DMSO). Procedure details: 2-Bromopropane (0.9 mL) was added to a stirred mixture of 8-hydroxy-[1,6]naphthyridine-7-carboxylic acid methyl ester (prepared according to Anthony and coworkers, Patent WO 02/30931 A2) (1.00 g, 4.90 mmol), K2CO3 (2.79 g) and DMSO (15 mL). After 40 h at 50° C., sat'd NH4Cl (20 mL) was added and the mixture extracted with dichloromethane (10 mL×3). The extracts were combined and concentrated. Diethyl ether (40 mL) was added to the residue and the resulting mixture washed successively with H2O (5... Conditions: time 40 hour. As a reaction SMILES: Br[CH:2]([CH3:4])[CH3:3].[CH3:5][O:6][C:7]([C:9]1[C:18]([OH:19])=[C:17]2[C:12]([CH:13]=[CH:14][CH:15]=[N:16]2)=[CH:11][N:10]=1)=[O:8].C([O-])([O-])=O.[K+].[K+].[NH4+].[Cl-]>CS(C)=O>[CH3:5][O:6][C:7]([C:9]1[C:18]([O:19][CH:2]([CH3:4])[CH3:3])=[C:17]2[C:12]([CH:13]=[CH:14][CH:15]=[N:16]2)=[CH:11][N:10]=1)=[O:8] |f:2.3.4,5.6|. The reactants are [NH4+].[Cl-] (NH4Cl), BrC(C)C (2-Bromopropane), COC(=O)C1=NC=C2C=CC=NC2=C1O (8-hydroxy-[1,6]naphthyridine-7-carboxylic acid methyl ester), C(=O)([O-])[O-].[K+].[K+] (K2CO3).